Dataset: the Open Reaction Database (ORD), a public repository of structured organic reaction records. Task: describe an organic reaction: reactants, conditions, products, and yield Reactants: CCCCC(Cc1ccc(OCCNC(=O)c2ccc(-c3cccc(C(OC)OC)c3)cc2)cc1)C(=O)OCC, [Na+], [OH-]. Yields the product CCCCC(Cc1ccc(OCCNC(=O)c2ccc(-c3cccc(C(OC)OC)c3)cc2)cc1)C(=O)O. Reaction SMILES: [CH2:1]([CH2:2][CH2:3][CH3:4])[CH:5]([C:6](=[O:7])[O:8][CH2:9][CH3:10])[CH2:11][c:12]1[cH:13][cH:14][c:15]([O:18][CH2:19][CH2:20][NH:21][C:22](=[O:23])[c:24]2[cH:25][cH:26][c:27](-[c:30]3[cH:31][c:32]([CH:36]([O:37][CH3:38])[O:39][CH3:40])[cH:33][cH:34][cH:35]3)[cH:28][cH:29]2)[cH:16][cH:17]1.[Na+:42].[OH-:41]>>[CH2:1]([CH2:2][CH2:3][CH3:4])[CH:5]([C:6](=[O:7])[OH:8])[CH2:11][c:12]1[cH:13][cH:14][c:15]([O:18][CH2:19][CH2:20][NH:21][C:22](=[O:23])[c:24]2[cH:25][cH:26][c:27](-[c:30]3[cH:31][c:32]([CH:36]([O:37][CH3:38])[O:39][CH3:40])[cH:33][cH:34][cH:35]3)[cH:28][cH:29]2)[cH:16][cH:17]1. Starting materials: C=CC(=O)OC, CC(C)=O. Product: COC(=O)CCCC(C)=O. RXN SMILES: [C:1]([CH:2]=[CH2:3])(=[O:4])[O:5][CH3:6].[CH3:7][C:8]([CH3:9])=[O:10]>>[C:1]([CH2:2][CH2:3][CH2:7][C:8]([CH3:9])=[O:10])(=[O:4])[O:5][CH3:6]. Reactants: ClC1=NC=C(C=C1C#N)C1=CC=[N+](C=C1)[O-] (2-chloro-3-cyano-5,4'-bipyridine-1'-oxide), [OH-].[K+] (Potassium hydroxide), OCC(O)CO (glycerin), O (water). The product is C(#N)C=1C(=NC=C(C1)C1=CC=[N+](C=C1)[O-])OCC(CO)O (3-Cyano-2-(2,3-dihydroxy-propoxy)-5,4'-bipyridine-1'-oxide). Reaction SMILES: [OH-].[K+].Cl[C:4]1[C:9]([C:10]#[N:11])=[CH:8][C:7]([C:12]2[CH:17]=[CH:16][N+:15]([O-:18])=[CH:14][CH:13]=2)=[CH:6][N:5]=1.O.[OH:20][CH2:21][CH:22]([CH2:24][OH:25])[OH:23]>>[C:10]([C:9]1[C:4]([O:20][CH2:21][CH:22]([OH:23])[CH2:24][OH:25])=[N:5][CH:6]=[C:7]([C:12]2[CH:17]=[CH:16][N+:15]([O-:18])=[CH:14][CH:13]=2)[CH:8]=1)#[N:11] |f:0.1|. Reported procedure: 300 mg Potassium hydroxide is dissolved in 15 ml glycerin with heating and 1 g 2-chloro-3-cyano-5,4'-bipyridine-1'-oxide is subsequently added. The reaction mixture is heated for 3 hours at 80° C.-90° C. with stirring, allowed to cool and treated with water. The precipitate obtained is filtered off with suction. Yield: 2 g (89.5% of the theoretical yield), having a melting point of 194° C.-196° C. Reactants: CCCc1c(O)cccc1OCCCCc1nnn[nH]1, C1CCOC1, O=S(=O)(Cl)Cl. Product: CCCc1c(OCCCCc2nnn[nH]2)ccc(Cl)c1O. As a reaction SMILES: [CH2:1]([CH2:2][CH3:3])[c:4]1[c:5]([O:6][CH2:7][CH2:8][CH2:9][CH2:10][c:11]2[n:12][n:13][n:14][nH:15]2)[cH:16][cH:17][cH:18][c:19]1[OH:20].[O:26]1[CH2:27][CH2:28][CH2:29][CH2:30]1.[S:21]([Cl:22])(=[O:23])([Cl:24])=[O:25]>>[CH2:1]([CH2:2][CH3:3])[c:4]1[c:5]([O:6][CH2:7][CH2:8][CH2:9][CH2:10][c:11]2[nH:12][n:13][n:14][n:15]2)[cH:16][cH:17][c:18]([Cl:24])[c:19]1[OH:20]. As a reaction SMILES: Br[C:2]1[CH:7]=[CH:6][C:5]([F:8])=[CH:4][N:3]=1.[F:9][C:10]1[CH:15]=[CH:14][C:13]([N+:16]([O-:18])=[O:17])=[CH:12][C:11]=1B1OC(C)(C)C(C)(C)O1.P([O-])([O-])([O-])=O.[K+].[K+].[K+].O>O1CCOCC1.C1C=CC([PH+]([C]2[CH][CH][CH][CH]2)C2C=CC=CC=2)=CC=1.C1C=CC([PH+]([C]2[CH][CH][CH][CH]2)C2C=CC=CC=2)=CC=1.C(Cl)Cl.Cl[Pd]Cl.[Fe]>[F:8][C:5]1[CH:6]=[CH:7][C:2]([C:11]2[CH:12]=[C:13]([N+:16]([O-:18])=[O:17])[CH:14]=[CH:15][C:10]=2[F:9])=[N:3][CH:4]=1 |f:2.3.4.5,8.9.10.11.12,^1:47,48,49,50,51,65,66,67,68,69|. Reagents/catalysts: C1=CC=C(C=C1)[PH+](C2=CC=CC=C2)[C]3[CH][CH][CH][CH]3.C1=CC=C(C=C1)[PH+](C2=CC=CC=C2)[C]3[CH][CH][CH][CH]3.C(Cl)Cl.Cl[Pd]Cl.[Fe] (dichloro[1,1′-bis(diphenylphosphino)ferrocene]-palladium(II) dichloromethane adduct). Run in O1CCOCC1 (1,4-dioxane). Run at temperature 90 celsius, time 24 hour. Yield: 48.7%. The reactants are O (water), BrC1=NC=C(C=C1)F (2-bromo-5-fluoropyridine), FC1=C(C=C(C=C1)[N+](=O)[O-])B1OC(C(O1)(C)C)(C)C (2-(2-fluoro-5-nitrophenyl)-4,4,5,5-tetramethyl-[1,3,2]dioxaborolane), P(=O)([O-])([O-])[O-].[K+].[K+].[K+] (potassium phosphate). Reported procedure: To a degassed mixture of 2-bromo-5-fluoropyridine (1.88 g, 10.7 mmol), 2-(2-fluoro-5-nitrophenyl)-4,4,5,5-tetramethyl-[1,3,2]dioxaborolane (3.13 g, 11.6 mmol) and potassium phosphate (8.2 g, 38.6 mmol) in 1,4-dioxane (40 ml) was added dichloro[1,1′-bis(diphenylphosphino)ferrocene]-palladium(II) dichloromethane adduct (189 mg) and the mixture stirred for 24 h at 90° C. The reaction was cooled to ambient temperature, poured into water (100 ml) and extracted with ethyl acetate (4×50 ml). The combin... Yields the product FC=1C=CC(=NC1)C1=C(C=CC(=C1)[N+](=O)[O-])F (5-fluoro-2-(2-fluoro-5-nitrophenyl)pyridine). Starting materials: C(#C)C=1C=C(C=CC1)NS(=O)(=O)C(F)(F)F (N-(3-ethinylphenyl)-1,1,1-trifluoromethanesulfonamide), COC(CCC1=NC(=CC=C1OCCCC\C=C\C1=CC=C(C=C1)OC)I)=O (3-{6-iodo-3-[6-(4-methoxyphenyl)-(5E)-5-hexenyloxy]-2-pyridyl}-propionic acid methyl ester). Yields the product COC(CCC1=NC(=CC=C1OCCCC\C=C\C1=CC=C(C=C1)OC)C#CC1=CC(=CC=C1)NS(=O)(=O)C(F)(F)F)=O (3-{3-[6-(4-methoxyphenyl)-(5E)-5-hexenyloxy]-6-[2-(3-trifluoromethanesulfonamidophenyl)-ethinyl]-2-pyridyl}-propionic acid methyl ester). Yield: 32.7%. RXN SMILES: [C:1]([C:3]1[CH:4]=[C:5]([NH:9][S:10]([C:13]([F:16])([F:15])[F:14])(=[O:12])=[O:11])[CH:6]=[CH:7][CH:8]=1)#[CH:2].[CH3:17][O:18][C:19](=[O:44])[CH2:20][CH2:21][C:22]1[C:27]([O:28][CH2:29][CH2:30][CH2:31][CH2:32]/[CH:33]=[CH:34]/[C:35]2[CH:40]=[CH:39][C:38]([O:41][CH3:42])=[CH:37][CH:36]=2)=[CH:26][CH:25]=[C:24](I)[N:23]=1>>[CH3:17][O:18][C:19](=[O:44])[CH2:20][CH2:21][C:22]1[C:27]([O:28][CH2:29][CH2:30][CH2:31][CH2:32]/[CH:33]=[CH:34]/[C:35]2[CH:36]=[CH:37][C:38]([O:41][CH3:42])=[CH:39][CH:40]=2)=[CH:26][CH:25]=[C:24]([C:2]#[C:1][C:3]2[CH:8]=[CH:7][CH:6]=[C:5]([NH:9][S:10]([C:13]([F:16])([F:14])[F:15])(=[O:12])=[O:11])[CH:4]=2)[N:23]=1. Procedure details: Under the conditions of example 5 A, 370 mg of crude N-(3-ethinylphenyl)-1,1,1-trifluoromethanesulfonamide is reacted with 735 mg of 3-{6-iodo-3-[6-(4-methoxyphenyl)-(5E)-5-hexenyloxy]-2-pyridyl}-propionic acid methyl ester, worked up, and the crude product is chromatographed on silica gel with hexane/0-20% ethyl acetate. 299 mg of 3-{3-[6-(4-methoxyphenyl)-(5E)-5-hexenyloxy]-6-[2-(3-trifluoromethanesulfonamidophenyl)-ethinyl]-2-pyridyl}-propionic acid methyl ester is obtained as oil.